The task is: describe an organic reaction: reactants, conditions, products, and yield. This data is from the Open Reaction Database (ORD), a public repository of structured organic reaction records. Reactants: [OH-].[Na+] (sodium hydroxide), C=O (paraformaldehyde), S(O)(O)(=O)=O (sulphuric acid), C(C1=CC=CC=C1)NCC1C2(OCCO2)CCCC1(C1=CC=CC=C1)C1=CC=CC=C1 ((RS)-6-benzylaminomethyl-7,7-diphenyl-1,4-dioxaspiro[4.5]decane), C(C)O (ethanol). Reaction conditions: time 48 hour. Yields the product C(C1=CC=CC=C1)N1CC2C(CCC(C2C1)=O)(C1=CC=CC=C1)C1=CC=CC=C1 ((3aRS,7aRS)-2-Benzyl-7,7-diphenylperhydro-4-isoindolone). As a reaction SMILES: [CH2:1]([NH:8][CH2:9][CH:10]1[C:19]([C:26]2[CH:31]=[CH:30][CH:29]=[CH:28][CH:27]=2)(C2C=CC=CC=2)[CH2:18]C[CH2:16][C:11]21OCCO2)[C:2]1[CH:7]=[CH:6][CH:5]=[CH:4][CH:3]=1.C=O.S(=O)(=O)(O)O.[OH-].[Na+].[CH2:41]([OH:43])[CH3:42]>>[CH2:1]([N:8]1[CH2:16][CH:11]2[CH:10]([C:19]([C:2]3[CH:7]=[CH:6][CH:5]=[CH:4][CH:3]=3)([C:26]3[CH:27]=[CH:28][CH:29]=[CH:30][CH:31]=3)[CH2:18][CH2:42][C:41]2=[O:43])[CH2:9]1)[C:2]1[CH:7]=[CH:6][CH:5]=[CH:4][CH:3]=1 |f:3.4|. Procedure details: A solution of (RS)-6-benzylaminomethyl-7,7-diphenyl-1,4-dioxaspiro[4.5]decane (0.41 g) in ethanol (0.4 cc) is added to a solution, brought to reflux, of paraformaldehyde (0.14 g) in 2% strength aqueous sulphuric acid solution (20 cc), and heating to reflux is continued for 48 hours. The reaction mixture is cooled to +25° C., alkalinized with 4N aqueous sodium hydroxide solution (5 cc) and extracted with ethyl acetate (4×40 cc) and the organic phases are combined, washed with distilled water (100...